This data is from the Open Reaction Database (ORD), a public repository of structured organic reaction records. The task is: describe an organic reaction: reactants, conditions, products, and yield The reactants are FC1=CC=C(C[C@H](C(=O)O)CC[C@H](CCC)C(N[C@@H]2C(N(CCCC2)C2=C(C=CC=C2)OC)=O)=O)C=C1 ((2R,5S)-2-(4-Fluorobenzyl)-5-((S)-1-(2-methoxyphenyl)-2-oxoazepan-3-ylcarbamoyl)octanoic acid), N[C@@H]1C(N2[C@@H](SCC1)CCC[C@H]2C(F)(F)F)=O ((4S,7S,10aS)-4-Amino-7-(trifluoromethyl)hexahydro-2H-pyrido[2,1-b][1,3]thiazepin-5(7H)-one). Product: FC1=CC=C(C[C@H](C(=O)N[C@@H]2C(N3[C@@H](SCC2)CCC[C@H]3C(F)(F)F)=O)CC[C@@H](C(=O)N[C@@H]3C(N(CCCC3)C3=C(C=CC=C3)OC)=O)CCC)C=C1 ((2R,5S)-2-(4-Fluorobenzyl)-N6-((S)-1-(2-methoxyphenyl)-2-oxoazepan-3-yl)-N1-((4S,7S,10aS)-5-oxo-7-(trifluoromethyl)octahydro-2H-pyrido[2,1-b][1,3]thiazepin-4-yl)-5-propylhexanediamide), solid. Isolated yield 43.0%. As a reaction SMILES: [F:1][C:2]1[CH:37]=[CH:36][C:5]([CH2:6][C@@H:7]([CH2:11][CH2:12][C@@H:13]([C:17](=[O:35])[NH:18][C@H:19]2[CH2:25][CH2:24][CH2:23][CH2:22][N:21]([C:26]3[CH:31]=[CH:30][CH:29]=[CH:28][C:27]=3[O:32][CH3:33])[C:20]2=[O:34])[CH2:14][CH2:15][CH3:16])[C:8](O)=[O:9])=[CH:4][CH:3]=1.[NH2:38][C@H:39]1[CH2:45][CH2:44][S:43][C@H:42]2[CH2:46][CH2:47][CH2:48][C@@H:49]([C:50]([F:53])([F:52])[F:51])[N:41]2[C:40]1=[O:54]>>[F:1][C:2]1[CH:3]=[CH:4][C:5]([CH2:6][C@@H:7]([CH2:11][CH2:12][C@H:13]([CH2:14][CH2:15][CH3:16])[C:17]([NH:18][C@H:19]2[CH2:25][CH2:24][CH2:23][CH2:22][N:21]([C:26]3[CH:31]=[CH:30][CH:29]=[CH:28][C:27]=3[O:32][CH3:33])[C:20]2=[O:34])=[O:35])[C:8]([NH:38][C@H:39]2[CH2:45][CH2:44][S:43][C@H:42]3[CH2:46][CH2:47][CH2:48][C@@H:49]([C:50]([F:51])([F:53])[F:52])[N:41]3[C:40]2=[O:54])=[O:9])=[CH:36][CH:37]=1. Procedure: (2R,5S)-2-(4-Fluorobenzyl)-N6-((S)-1-(2-methoxyphenyl)-2-oxoazepan-3-yl)-N1-((4S,7S,10aS)-5-oxo-7-(trifluoromethyl)octahydro-2H-pyrido[2,1-b][1,3]thiazepin-4-yl)-5-propylhexanediamide was synthesized as described in General Procedure H using Intermediate 76 (22 mg, 0.043 mmol) and Intermediate 77 (12 mg, 0.045 mmol) to give a white solid (14 mg, 43% yield). Anal. Calcd. for C39H50F4N4O5S m/z 762.7. found: 763.3 (M+H)+; 1H NMR (400 MHz, CDCl3) δ ppm 7.42-7.22 (3H, m), 7.15-7.02 (3H, m), 7.01-6.94... The reactants are O=C([O-])[O-], C=CCI, CN(C)C=O, O=c1cnc2ccc(F)cc2[nH]1, [K+], [K+]. The product is C=CCn1c(=O)cnc2ccc(F)cc21. RXN SMILES: [C:17](=[O:18])([O-:19])[O-:20].[CH2:13]([CH:14]=[CH2:15])[I:16].[CH3:23][N:24]([CH3:25])[CH:26]=[O:27].[F:1][c:2]1[cH:3][cH:4][c:5]2[n:6][cH:7][c:8](=[O:12])[nH:9][c:10]2[cH:11]1.[K+:21].[K+:22]>>[F:1][c:2]1[cH:3][cH:4][c:5]2[n:6][cH:7][c:8](=[O:12])[n:9]([CH2:15][CH:14]=[CH2:13])[c:10]2[cH:11]1. Reactants: BrC1C2C(C(=O)NC2=O)CCC1Br (3,4-Dibromohexahydrophthalimide), N1=CC=CC=C1 (pyridine), ClC1=C(C(=O)Cl)C=C(C(=C1Cl)Cl)Cl (2,3,4,5-Tetrachlorobenzoyl chloride). The solvent is C1=CC=CC=C1 (benzene). Product: ClC1=C(C(=O)N2C(C3C(C2=O)C(C(CC3)Br)Br)=O)C=C(C(=C1Cl)Cl)Cl (N-(2,3,4,5-tetrachlorobenzoyl)-3,4-dibromohexahydrophthalimide). RXN SMILES: [Br:1][CH:2]1[CH:12]([Br:13])[CH2:11][CH2:10][CH:4]2[C:5]([NH:7][C:8](=[O:9])[CH:3]12)=[O:6].N1C=CC=CC=1.[Cl:20][C:21]1[C:29]([Cl:30])=[C:28]([Cl:31])[C:27]([Cl:32])=[CH:26][C:22]=1[C:23](Cl)=[O:24]>C1C=CC=CC=1>[Cl:20][C:21]1[C:29]([Cl:30])=[C:28]([Cl:31])[C:27]([Cl:32])=[CH:26][C:22]=1[C:23]([N:7]1[C:8](=[O:9])[CH:3]2[CH:2]([Br:1])[CH:12]([Br:13])[CH2:11][CH2:10][CH:4]2[C:5]1=[O:6])=[O:24]. Procedure: 3,4-Dibromohexahydrophthalimide (0.10 mole), benzene (300 ml) and pyridine (0.11 mole) are charged into a glass reaction vessel equipped with a mechanical stirrer, thermometer and reflux condenser. 2,3,4,5-Tetrachlorobenzoyl chloride (0.10 mole) is then added dropwise to the flask with stirring at room temperature. After the addition is completed the reaction mixture is heated at reflux with continued stirring for a period of about 1 hour. After this time the reaction mixture is filtered and the... Starting materials: CC(C)(C)OC(=O)N1CCNCC1, CCO, ClCc1cccc(CCl)n1. Product: CC(C)(C)OC(=O)N1CCN(Cc2cccc(CCl)n2)CC1. RXN SMILES: [C:11]([CH3:12])([CH3:13])([CH3:14])[O:15][C:16](=[O:17])[N:18]1[CH2:19][CH2:20][NH:21][CH2:22][CH2:23]1.[CH3:24][CH2:25][OH:26].[Cl:1][CH2:2][c:3]1[n:4][c:5]([CH2:9][Cl:10])[cH:6][cH:7][cH:8]1>>[CH2:2]([c:3]1[n:4][c:5]([CH2:9][Cl:10])[cH:6][cH:7][cH:8]1)[N:21]1[CH2:20][CH2:19][N:18]([C:16]([O:15][C:11]([CH3:12])([CH3:13])[CH3:14])=[O:17])[CH2:23][CH2:22]1. Reactants: [OH-].[Na+] (NaOH), COC(\C=C\C=C(/CCCCC)\C1=CC(=C(C=C1)OC)OC)=O ((E,E)-5-(3,4-dimethoxyphenyl)-2,4-decadienoic acid methyl ester). Solvent: CO (methanol). Run at time 3 hour. Yields the product COC=1C=C(C=CC1OC)/C(=C/C=C/C(=O)O)/CCCCC ((E,E)-5-(3,4-dimethoxyphenyl)-2,4-decadienoic acid). Yield: 69.8%. RXN SMILES: C[O:2][C:3](=[O:23])/[CH:4]=[CH:5]/[CH:6]=[C:7](/[C:13]1[CH:18]=[CH:17][C:16]([O:19][CH3:20])=[C:15]([O:21][CH3:22])[CH:14]=1)\[CH2:8][CH2:9][CH2:10][CH2:11][CH3:12].[OH-].[Na+]>CO>[CH3:22][O:21][C:15]1[CH:14]=[C:13](/[C:7](/[CH2:8][CH2:9][CH2:10][CH2:11][CH3:12])=[CH:6]/[CH:5]=[CH:4]/[C:3]([OH:23])=[O:2])[CH:18]=[CH:17][C:16]=1[O:19][CH3:20] |f:1.2|. Procedure details: As described in Example 99, (E,E)-5-(3,4-dimethoxyphenyl)-2,4-decadienoic acid methyl ester (4.9 g) was saponified in a refluxing mixture of methanol (30 mL) and 2N NaOH (30 mL). After 3 hours the reaction was worked up in the usual manner and the crude acid was crystallized from ether-hexane to provide 3.27 g of (E,E)-5-(3,4-dimethoxyphenyl)-2,4-decadienoic acid, mp 98°-99.5° C.